Dataset: the Open Reaction Database (ORD), a public repository of structured organic reaction records. Task: describe an organic reaction: reactants, conditions, products, and yield The reactants are CCCNCCC, CC#N, O=[N+]([O-])c1ccc(Cl)nc1, O. The product is CCCN(CCC)c1ccc([N+](=O)[O-])cn1. RXN SMILES: [CH2:1]([CH2:2][CH3:3])[NH:4][CH2:5][CH2:6][CH3:7].[CH3:18][C:19]#[N:20].[Cl:8][c:9]1[n:10][cH:11][c:12]([N+:15](=[O:16])[O-:17])[cH:13][cH:14]1.[OH2:21]>>[CH2:1]([CH2:2][CH3:3])[N:4]([CH2:5][CH2:6][CH3:7])[c:9]1[n:10][cH:11][c:12]([N+:15](=[O:16])[O-:17])[cH:13][cH:14]1. Procedure: N-(2,2-Dimethoxyethyl)-6-chloro-2-naphthalenesulfonamide was dissolved in DMF (100 ml) and combined with sodium hydride (1.16 g, in oil), cooled to 0° C., treated dropwise with a solution of ethyl bromoacetate (4.843 g) in tetrahydrofuran (15 ml) and then stirred at room temperature for 3 hours. The reaction mixture was concentrated and the residue was dissolved in ethyl acetate, washed with water, aqueous sodium bicarbonate and brine, dried and concentrated to obtain N-(2,2-dimethoxyethyl)-N-(6... Starting materials: [H-].[Na+] (sodium hydride), COC(CNS(=O)(=O)C1=CC2=CC=C(C=C2C=C1)Cl)OC (N-(2,2-Dimethoxyethyl)-6-chloro-2-naphthalenesulfonamide), BrCC(=O)OCC (ethyl bromoacetate). RXN SMILES: [CH3:1][O:2][CH:3]([O:20][CH3:21])[CH2:4][NH:5][S:6]([C:9]1[CH:18]=[CH:17][C:16]2[C:11](=[CH:12][CH:13]=[C:14]([Cl:19])[CH:15]=2)[CH:10]=1)(=[O:8])=[O:7].[H-].[Na+].Br[CH2:25][C:26]([O:28][CH2:29][CH3:30])=[O:27]>CN(C=O)C.O1CCCC1>[CH2:29]([O:28][C:26](=[O:27])[CH2:25][N:5]([CH2:4][CH:3]([O:2][CH3:1])[O:20][CH3:21])[S:6]([C:9]1[CH:18]=[CH:17][C:16]2[C:11](=[CH:12][CH:13]=[C:14]([Cl:19])[CH:15]=2)[CH:10]=1)(=[O:8])=[O:7])[CH3:30] |f:1.2|. Run at temperature 0 celsius, time 3 hour. Solvent: CN(C)C=O (DMF), O1CCCC1 (tetrahydrofuran). Yields the product C(C)OC(CN(S(=O)(=O)C1=CC2=CC=C(C=C2C=C1)Cl)CC(OC)OC)=O (N-(2,2-dimethoxyethyl)-N-(6-chloro-2-naphthalenesulfonyl)glycine ethyl ester). Reactants: N1=CC=CC=C1 (pyridine), Cl.C1(=CC=CC=C1)/C=C/C(=O)NCCC1CCN(CC1)CC1=CC=CC=C1 ((E)-3-phenyl-N-[2-(1-benzylpiperidin-4-yl)ethyl]-2-propenamide. hydrochloride), C(C)(=O)Cl (acetyl chloride). The solvent is O (Water). Product: Cl.C1(=CC=CC=C1)/C=C/C(=O)N(CCC1CCN(CC1)CC1=CC=CC=C1)C(C)=O ((E)-3-Phenyl-N-acetyl-N-[2-(1-benzylpiperidin-4yl)ethyl]-2-propenamide.hydrochloride). Reaction SMILES: N1C=CC=CC=1.Cl.[C:8]1(/[CH:14]=[CH:15]/[C:16]([NH:18][CH2:19][CH2:20][CH:21]2[CH2:26][CH2:25][N:24]([CH2:27][C:28]3[CH:33]=[CH:32][CH:31]=[CH:30][CH:29]=3)[CH2:23][CH2:22]2)=[O:17])[CH:13]=[CH:12][CH:11]=[CH:10][CH:9]=1.[C:34]([Cl:37])(=[O:36])[CH3:35]>O>[ClH:37].[C:8]1(/[CH:14]=[CH:15]/[C:16]([N:18]([C:34](=[O:36])[CH3:35])[CH2:19][CH2:20][CH:21]2[CH2:26][CH2:25][N:24]([CH2:27][C:28]3[CH:29]=[CH:30][CH:31]=[CH:32][CH:33]=3)[CH2:23][CH2:22]2)=[O:17])[CH:9]=[CH:10][CH:11]=[CH:12][CH:13]=1 |f:1.2,5.6|. Reported procedure: A pyridine solution (5 ml) of (E)-3-phenyl-N-[2-(1-benzylpiperidin-4-yl)ethyl]-2-propenamide. hydrochloride (0.25 g) and acetyl chloride (0.3 ml) was stirred at 60° C. for 2 hours. Water was added to the reaction mixture after being left standing for cooling; the mixture was dried over anhydrous sodium sulfate. The solvent was distilled off. The oily residue was subjected to silica gel column chromatography (developing solvent : ethyl acetate). The solvent of the solution containing the object c... The reactants are O=C(O)CCc1ccc(OCc2ccccc2)cc1, CNOC, Cl, O=S(Cl)Cl, c1ccncc1. The product is CON(C)C(=O)CCc1ccc(OCc2ccccc2)cc1. Reaction SMILES: [CH2:1]([c:2]1[cH:3][cH:4][cH:5][cH:6][cH:7]1)[O:8][c:9]1[cH:10][cH:11][c:12]([CH2:15][CH2:16][C:17](=[O:18])[OH:19])[cH:13][cH:14]1.[CH3:21][NH:22][O:23][CH3:24].[ClH:20].[S:31]([Cl:32])([Cl:33])=[O:34].[cH:25]1[cH:26][cH:27][n:28][cH:29][cH:30]1>>[CH2:1]([c:2]1[cH:3][cH:4][cH:5][cH:6][cH:7]1)[O:8][c:9]1[cH:10][cH:11][c:12]([CH2:15][CH2:16][C:17](=[O:19])[N:22]([CH3:21])[O:23][CH3:24])[cH:13][cH:14]1. The reactants are ClC1=C(C=C(C=C1)CNC(C(F)(F)F)=O)C1=NN(C(N1)=O)C1=CC=C(C(=O)OC)C=C1 (methyl 4-(3-(2-chloro-5-((2,2,2-trifluoroacetamido)methyl)phenyl)-5-oxo-4,5-dihydro-1H-1,2,4-triazol-1-yl)benzoate), Cl (HCl). Run in CO (methanol). The product is Cl.NCC=1C=CC(=C(C1)C1=NN(C(N1)=O)C1=CC=C(C(=O)OC)C=C1)Cl (methyl 4-(3-(5-(aminomethyl)-2-chlorophenyl)-5-oxo-4,5-dihydro-1H-1,2,4-triazol-1-yl)benzoate hydrochloride). Isolated yield 231.1%. Reaction SMILES: [Cl:1][C:2]1[CH:7]=[CH:6][C:5]([CH2:8][NH:9]C(=O)C(F)(F)F)=[CH:4][C:3]=1[C:16]1[NH:20][C:19](=[O:21])[N:18]([C:22]2[CH:31]=[CH:30][C:25]([C:26]([O:28][CH3:29])=[O:27])=[CH:24][CH:23]=2)[N:17]=1.Cl>CO>[ClH:1].[NH2:9][CH2:8][C:5]1[CH:6]=[CH:7][C:2]([Cl:1])=[C:3]([C:16]2[NH:20][C:19](=[O:21])[N:18]([C:22]3[CH:31]=[CH:30][C:25]([C:26]([O:28][CH3:29])=[O:27])=[CH:24][CH:23]=3)[N:17]=2)[CH:4]=1 |f:3.4|. Procedure: The title compound was prepared according to the procedure described in step-1 of Intermediate-30 by using methyl 4-(3-(2-chloro-5-((2,2,2-trifluoroacetamido)methyl)phenyl)-5-oxo-4,5-dihydro-1H-1,2,4-triazol-1-yl)benzoate (1.00 g, 2.19 mmol), methanol (20 mL) and HCl (10 mL) to afford 1.00 g of desired product.